From a dataset of the Open Reaction Database (ORD), a public repository of structured organic reaction records. describe an organic reaction: reactants, conditions, products, and yield The reactants are Tris(dibenzilideneacetone)dipalladium, C1(CCCCC1)P(C1=C(C=CC=C1)C1=C(C=CC=C1)N(C)C)C1CCCCC1 (2-dicyclohexylphosphino-2′-(N,N-dimethylamino)-biphenyl), FC(OC1=C(C=C(C=C1)Br)NC1=NC=2C3=C(CCC2C=N1)C(=NN3C)C(=O)N)(F)F (8-[2-trifluoromethoxy-5-bromo-phenylamino]-1-methyl-4,5-dihydro-1H-pyrazolo[4,3-h]quinazoline-3-carboxamide), [Li]N([Si](C)(C)C)[Si](C)(C)C (LiN(TMS)2), C(C)N1CCNCC1 (N-ethylpiperazine). The reagents and catalysts are C=1C=CC(=CC1)/C=C/C(=O)/C=C/C2=CC=CC=C2.C=1C=CC(=CC1)/C=C/C(=O)/C=C/C2=CC=CC=C2.C=1C=CC(=CC1)/C=C/C(=O)/C=C/C2=CC=CC=C2.[Pd].[Pd] (Pd2(dba)3). Solvent: C1CCOC1 (THF). The product is C(C)N1CCN(CC1)C=1C=CC(=C(C1)NC1=NC=2C3=C(CCC2C=N1)C(=NN3C)C(=O)N)OC(F)(F)F (8-[5-(4-Ethyl-piperazin-1-yl)-2-trifluoromethoxy-phenylamino]-1-methyl-4,5-dihydro-1H-pyrazolo[4,3-h]quinazoline-3-carboxamide). The yield is 21.7%. As a reaction SMILES: C1(P(C2CCCCC2)C2C=CC=CC=2C2C=CC=CC=2N(C)C)CCCCC1.[F:29][C:30]([F:58])([F:57])[O:31][C:32]1[CH:37]=[CH:36][C:35](Br)=[CH:34][C:33]=1[NH:39][C:40]1[N:49]=[CH:48][C:47]2[CH2:46][CH2:45][C:44]3[C:50]([C:54]([NH2:56])=[O:55])=[N:51][N:52]([CH3:53])[C:43]=3[C:42]=2[N:41]=1.[Li]N([Si](C)(C)C)[Si](C)(C)C.[CH2:69]([N:71]1[CH2:76][CH2:75][NH:74][CH2:73][CH2:72]1)[CH3:70]>C1COCC1.C1C=CC(/C=C/C(/C=C/C2C=CC=CC=2)=O)=CC=1.C1C=CC(/C=C/C(/C=C/C2C=CC=CC=2)=O)=CC=1.C1C=CC(/C=C/C(/C=C/C2C=CC=CC=2)=O)=CC=1.[Pd].[Pd]>[CH2:69]([N:71]1[CH2:76][CH2:75][N:74]([C:35]2[CH:36]=[CH:37][C:32]([O:31][C:30]([F:58])([F:57])[F:29])=[C:33]([NH:39][C:40]3[N:49]=[CH:48][C:47]4[CH2:46][CH2:45][C:44]5[C:50]([C:54]([NH2:56])=[O:55])=[N:51][N:52]([CH3:53])[C:43]=5[C:42]=4[N:41]=3)[CH:34]=2)[CH2:73][CH2:72]1)[CH3:70] |f:5.6.7.8.9|. Procedure details: Tris(dibenzilideneacetone)dipalladium, Pd2(dba)3, (9.1 mg, 0.01 mmol), 2-dicyclohexylphosphino-2′-(N,N-dimethylamino)-biphenyl (7.8 mg, 0.02 mmol), 8-[2-trifluoromethoxy-5-bromo-phenylamino]-1-methyl-4,5-dihydro-1H-pyrazolo[4,3-h]quinazoline-3-carboxamide (200 mg, 0.41 mmol) in THF (4.5 mL) were charged in a round-bottom flask flushed with argon. The flask was evacuated and backfilled with argon. LiN(TMS)2 solution (1M in THF, 2.7 mL) and N-ethylpiperazine (0.125 mL, 0.98 mmol) were added and th... Product: ClC=1C=CC2=C(N=C(O2)NC[C@H]2N(CCC[C@H]2C)C(=O)C2=C(C=CC(=C2)C)N2N=C(N=C2)C(F)(F)F)C1 (((2S,3R)-2-(((5-Chlorobenzo[d]oxazol-2-yl)amino)methyl)-3-methylpiperidin-1-yl)(5-methyl-2-(3-(trifluoromethyl)-1H-1,2,4-triazol-1-yl)phenyl)methanone). Starting materials: ClC=1C=CC2=C(N=C(O2)NC[C@H]2N(CCC[C@H]2C)C(=O)OCC=C)C1 ((2S,3R)-allyl 2-(((5-chlorobenzo[d]oxazol-2-yl)amino)methyl)-3-methylpiperidine-1-carboxylate), NC[C@H]1N(CCC[C@H]1C)C(=O)C1=C(C=CC(=C1)C)N1N=C(N=C1)C(F)(F)F (((2S,3R)-2-(aminomethyl)-3-methylpiperidin-1-yl)(5-methyl-2-(3-(trifluoromethyl)-1H-1,2,4-triazol-1-yl)phenyl)methanone). RXN SMILES: [Cl:1][C:2]1[CH:3]=[CH:4][C:5]2[O:9][C:8]([NH:10][CH2:11][C@@H:12]3[C@H:17]([CH3:18])[CH2:16][CH2:15][CH2:14][N:13]3[C:19]([O:21]CC=C)=O)=[N:7][C:6]=2[CH:25]=1.NC[C@@H]1[C@H](C)CCCN1C([C:37]1[CH:42]=[C:41]([CH3:43])[CH:40]=[CH:39][C:38]=1[N:44]1[CH:48]=[N:47][C:46]([C:49]([F:52])([F:51])[F:50])=[N:45]1)=O>>[Cl:1][C:2]1[CH:3]=[CH:4][C:5]2[O:9][C:8]([NH:10][CH2:11][C@@H:12]3[C@H:17]([CH3:18])[CH2:16][CH2:15][CH2:14][N:13]3[C:19]([C:37]3[CH:42]=[C:41]([CH3:43])[CH:40]=[CH:39][C:38]=3[N:44]3[CH:48]=[N:47][C:46]([C:49]([F:51])([F:52])[F:50])=[N:45]3)=[O:21])=[N:7][C:6]=2[CH:25]=1. Procedure details: The title compound was synthesized following the same general protocol as described for (2S,3R)-allyl 2-(((5-chlorobenzo[d]oxazol-2-yl)amino)methyl)-3-methylpiperidine-1-carboxylate in Example A27, using ((2S,3R)-2-(aminomethyl)-3-methylpiperidin-1-yl)(5-methyl-2-(3-(trifluoromethyl)-1H-1,2,4-triazol-1-yl)phenyl)methanone. ESI-MS (m/z): 533 [M+1]+. The reactants are BrC=1C=NC=2N(C1)N=C(C2)C(=O)O (6-bromo-pyrazolo[1,5-a]pyrimidine-2-carboxylic acid), CC1NCCC2=C(C=CC=C12)C (1,5-Dimethyl-1,2,3,4-tetrahydro-isoquinoline). Yields the product BrC=1C=NC=2N(C1)N=C(C2)C(=O)N2C(C1=CC=CC(=C1CC2)C)C ((6-Bromo-pyrazolo[1,5-a]pyrimidin-2-yl)-(1,5-dimethyl-3,4-dihydro-1H-isoquinolin-2-yl)-methanone). Yield: 19.0%. Reaction SMILES: [Br:1][C:2]1[CH:3]=[N:4][C:5]2[N:6]([N:8]=[C:9]([C:11]([OH:13])=O)[CH:10]=2)[CH:7]=1.[CH3:14][CH:15]1[C:24]2[C:19](=[C:20]([CH3:25])[CH:21]=[CH:22][CH:23]=2)[CH2:18][CH2:17][NH:16]1>>[Br:1][C:2]1[CH:3]=[N:4][C:5]2[N:6]([N:8]=[C:9]([C:11]([N:16]3[CH2:17][CH2:18][C:19]4[C:24](=[CH:23][CH:22]=[CH:21][C:20]=4[CH3:25])[CH:15]3[CH3:14])=[O:13])[CH:10]=2)[CH:7]=1. Reported procedure: In close analogy to the procedure described in Example 1, 6-bromo-pyrazolo[1,5-a]pyrimidine-2-carboxylic acid is reacted with 1,5-Dimethyl-1,2,3,4-tetrahydro-isoquinoline to provide the title compound. Starting materials: [H-].[Na+] (Sodium hydride), O (water), N1(N=NC=C1)CCOCC1=CC=C(C=C1)O (4-(2-[1,2,3]triazol-1-yl-ethoxymethyl)-phenol), ClCC=1N=C(OC1)C=CC1=CC=C(C=C1)OC(F)F (4-chloromethyl-2-[2-(4-difluoromethoxy-phenyl)-vinyl]-oxazole). Run in CN(C)C=O (DMF). Reaction conditions: time 15 minute. Yields the product FC(OC1=CC=C(C=C1)/C=C/C=1OC=C(N1)COC1=CC=C(COCCN2N=NC=C2)C=C1)F (1-[2-(4-{2-[2-(E)-(4-Difluoromethoxy-phenyl)-vinyl]-oxazol-4-ylmethoxy}-benzyloxy)-ethyl]-1H-[1,2,3]triazole). Isolated yield 60.1%. As a reaction SMILES: [H-].[Na+].[N:3]1([CH2:8][CH2:9][O:10][CH2:11][C:12]2[CH:17]=[CH:16][C:15]([OH:18])=[CH:14][CH:13]=2)[CH:7]=[CH:6][N:5]=[N:4]1.Cl[CH2:20][C:21]1[N:22]=[C:23]([CH:26]=[CH:27][C:28]2[CH:33]=[CH:32][C:31]([O:34][CH:35]([F:37])[F:36])=[CH:30][CH:29]=2)[O:24][CH:25]=1.O>CN(C=O)C>[F:37][CH:35]([F:36])[O:34][C:31]1[CH:32]=[CH:33][C:28](/[CH:27]=[CH:26]/[C:23]2[O:24][CH:25]=[C:21]([CH2:20][O:18][C:15]3[CH:14]=[CH:13][C:12]([CH2:11][O:10][CH2:9][CH2:8][N:3]4[CH:7]=[CH:6][N:5]=[N:4]4)=[CH:17][CH:16]=3)[N:22]=2)=[CH:29][CH:30]=1 |f:0.1|. Procedure: 23 mg (0.91 mmol) 95% Sodium hydride were given to a solution of 200 mg (0.91 mmol) 4-(2-[1,2,3]triazol-1-yl-ethoxymethyl)-phenol in 5.0 ml DMF and stirred for 15 min. 260 mg (0.91 mmol) 4-chloromethyl-2-[2-(4-difluoromethoxy-phenyl)-vinyl]-oxazole were added and stirring continued at r.t. for 12 h. After addition of 20 ml water the resulting precipitate was collected, washed with water (2×10 ml), methanol/water 1:1 (2×10 ml), a small amount of diethyl ether and dried in vacuo at 40° C. to yield... Solvent: C(C)(=O)O (acetic acid), C(C)(=O)O (acetic acid). Run at temperature 50 celsius, time 1.5 hour. The yield is 136.9%. Product: Cl.Cl.Cl.CN(CCCC=1C=C(C(=NC1)C)NC(=N)N)C (N-{5-[3-(Dimethylamino)propyl]-2-methylpyridin-3-yl}guanidine trihydrochloride). The reactants are Cl.CN(CCCC=1C=C(C(=NC1)C)N)C (5-(3-(dimethylamino)propyl)-2-methylpyridin-3-amine hydrochloride), Cl.ClC(=N)N (Chloroformamidine hydrochloride), C(C)#N (Acetonitrile), initial suspension. Procedure details: A 1 L, three-neck, round-bottom flask equipped with an overhead stirrer, a reflux condenser, an N2 inlet tube, and a temperature probe was charged with 5-(3-(dimethylamino)propyl)-2-methylpyridin-3-amine hydrochloride (25 g, 0.109 mol). Acetonitrile (275 mL, 11 vol) was added to it followed by acetic acid (25 mL, 1 vol). The initial suspension turned into a clear solution after the addition of acetic acid. Chloroformamidine hydrochloride (15.6 g, 0.136 mol, 1.25 equiv) was added to the solution ... Reaction SMILES: [ClH:1].[CH3:2][N:3]([CH3:15])[CH2:4][CH2:5][CH2:6][C:7]1[CH:8]=[C:9]([NH2:14])[C:10]([CH3:13])=[N:11][CH:12]=1.C(#N)C.Cl.[Cl:20][C:21]([NH2:23])=[NH:22]>C(O)(=O)C>[ClH:20].[ClH:1].[ClH:20].[CH3:15][N:3]([CH3:2])[CH2:4][CH2:5][CH2:6][C:7]1[CH:8]=[C:9]([NH:14][C:21]([NH2:23])=[NH:22])[C:10]([CH3:13])=[N:11][CH:12]=1 |f:0.1,3.4,6.7.8.9|. Starting materials: NC=1C=CC(=C(C1)[C@]1(N=C(OC[C@@H]1F)N)C)F ((4R,5R)-4-(5-amino-2-fluoro-phenyl)-5-fluoro-4-methyl-5,6-dihydro-4H-[1,3]oxazin-2-ylamine), FC(OC=1C=CC(=NC1)C(=O)O)F (5-difluoromethoxy-pyridine-2-carboxylic acid). Product: NC=1OC[C@@H]([C@@](N1)(C)C=1C=C(C=CC1F)NC(=O)C1=NC=C(C=C1)OC(F)F)F (5-Difluoromethoxy-pyridine-2-carboxylic acid [3-((4R,5R)-2-amino-5-fluoro-4-methyl-5,6-dihydro-4H-[1,3]oxazin-4-yl)-4-fluoro-phenyl]-amide). As a reaction SMILES: [NH2:1][C:2]1[CH:3]=[CH:4][C:5]([F:17])=[C:6]([C@:8]2([CH3:16])[C@@H:13]([F:14])[CH2:12][O:11][C:10]([NH2:15])=[N:9]2)[CH:7]=1.[F:18][CH:19]([F:30])[O:20][C:21]1[CH:22]=[CH:23][C:24]([C:27](O)=[O:28])=[N:25][CH:26]=1>>[NH2:15][C:10]1[O:11][CH2:12][C@H:13]([F:14])[C@:8]([C:6]2[CH:7]=[C:2]([NH:1][C:27]([C:24]3[CH:23]=[CH:22][C:21]([O:20][CH:19]([F:30])[F:18])=[CH:26][N:25]=3)=[O:28])[CH:3]=[CH:4][C:5]=2[F:17])([CH3:16])[N:9]=1. Procedure: The condensation of (4R,5R)-4-(5-amino-2-fluoro-phenyl)-5-fluoro-4-methyl-5,6-dihydro-4H-[1,3]oxazin-2-ylamine (intermediate A8.2) and 5-difluoromethoxy-pyridine-2-carboxylic acid (CAS 1174323-34-2) following procedure I yielded the title compound as a white foam. MS (ISP): m/z=413.3 [M+H]+.